Dataset: the Open Reaction Database (ORD), a public repository of structured organic reaction records. Task: describe an organic reaction: reactants, conditions, products, and yield Yields the product C(C(=C)C)(=O)[O-].C(C(=C)C)(=O)[O-].[Zn+2] (zinc dimethacrylate). Reaction SMILES: [Zn:1].[C:2]([OH:7])(=[O:6])[C:3]([CH3:5])=[CH2:4].[O-2].[Zn+2]>>[C:2]([O-:7])(=[O:6])[C:3]([CH3:5])=[CH2:4].[C:2]([O-:7])(=[O:6])[C:3]([CH3:5])=[CH2:4].[Zn+2:1] |f:2.3,4.5.6|. Starting materials: cis-polybutadiene, [O-2].[Zn+2] (zinc oxide), [Zn] (zinc), C(C(=C)C)(=O)O (methacrylic acid). Reported procedure: One hundred parts of cis-polybutadiene were blended on a mill with 17 parts of zinc oxice. 22.2 parts of methacryalic acid was slowly added and blended until thoroughly dispersed. After a few minutes there was very little odor of methacrylic acid from the stock, indicating that the acid had thoroughly reacted with the zinc oxide to form zinc dimethacrylate. 6.3 parts of Di-Cup 40-C was then blended into the rubber. Golf balls were molded as in Example 3. The reactants are ClCCl, Fc1ccc(OCC#Cc2ccc(C(F)(F)F)cc2)c(CBr)c1, c1ccc(P(c2ccccc2)c2ccccc2)cc1. Product: [Br-], Fc1ccc(OCC#Cc2ccc(C(F)(F)F)cc2)c(C[P+](c2ccccc2)(c2ccccc2)c2ccccc2)c1. As a reaction SMILES: [Cl:43][CH2:44][Cl:45].[F:20][c:21]1[cH:22][cH:23][c:24]([O:29][CH2:30][C:31]#[C:32][c:33]2[cH:34][cH:35][c:36]([C:39]([F:40])([F:41])[F:42])[cH:37][cH:38]2)[c:25]([CH2:26][Br:27])[cH:28]1.[c:1]1([P:7]([c:8]2[cH:9][cH:10][cH:11][cH:12][cH:13]2)[c:14]2[cH:15][cH:16][cH:17][cH:18][cH:19]2)[cH:2][cH:3][cH:4][cH:5][cH:6]1>>[Br-:27].[c:1]1([P+:7]([c:8]2[cH:9][cH:10][cH:11][cH:12][cH:13]2)([c:14]2[cH:15][cH:16][cH:17][cH:18][cH:19]2)[CH2:26][c:25]2[c:24]([O:29][CH2:30][C:31]#[C:32][c:33]3[cH:34][cH:35][c:36]([C:39]([F:40])([F:41])[F:42])[cH:37][cH:38]3)[cH:23][cH:22][c:21]([F:20])[cH:28]2)[cH:2][cH:3][cH:4][cH:5][cH:6]1.